Dataset: the Open Reaction Database (ORD), a public repository of structured organic reaction records. Task: describe an organic reaction: reactants, conditions, products, and yield Reagents/catalysts: C1=CC=C(C=C1)P([C-]2C=CC=C2)C3=CC=CC=C3.C1=CC=C(C=C1)P([C-]2C=CC=C2)C3=CC=CC=C3.Cl[Pd]Cl.[Fe+2] (PdCl2(dppf)). As a reaction SMILES: [CH2:1]([O:8][C:9]([C:11]1[CH:16]=[CH:15][C:14](B(O)O)=[CH:13][CH:12]=1)=[O:10])[C:2]1[CH:7]=[CH:6][CH:5]=[CH:4][CH:3]=1.P([O-])([O-])([O-])=O.[K+].[K+].[K+].Br[C:29]1[C:30]([CH3:60])=[C:31]([C:38]([C:40]2[CH:49]=[C:48]3[C:43]([C:44](=[O:59])[N:45]([CH2:51][C:52]([O:54][C:55]([CH3:58])([CH3:57])[CH3:56])=[O:53])[C:46](=[O:50])[NH:47]3)=[CH:42][CH:41]=2)=[O:39])[N:32]2[C:37]=1[CH:36]=[CH:35][CH:34]=[CH:33]2.OS([O-])(=O)=O.[K+]>CN(C=O)C.C1C=CC(P(C2C=CC=CC=2)[C-]2C=CC=C2)=CC=1.C1C=CC(P(C2C=CC=CC=2)[C-]2C=CC=C2)=CC=1.Cl[Pd]Cl.[Fe+2]>[C:55]([O:54][C:52](=[O:53])[CH2:51][N:45]1[C:44](=[O:59])[C:43]2[C:48](=[CH:49][C:40]([C:38]([C:31]3[N:32]4[C:37]([CH:36]=[CH:35][CH:34]=[CH:33]4)=[C:29]([C:14]4[CH:15]=[CH:16][C:11]([C:9]([O:8][CH2:1][C:2]5[CH:7]=[CH:6][CH:5]=[CH:4][CH:3]=5)=[O:10])=[CH:12][CH:13]=4)[C:30]=3[CH3:60])=[O:39])=[CH:41][CH:42]=2)[NH:47][C:46]1=[O:50])([CH3:58])([CH3:56])[CH3:57] |f:1.2.3.4,6.7,9.10.11.12|. Procedure: {4-[(Benzyloxy)carbonyl]phenyl}boronic acid (0.7 g, 2.73 mmol), 5.5 mL of a molar solution of potassium phosphate and the catalyst PdCl2(dppf) (192 mg, 0.27 mmol) are added to a solution of tert-butyl {7-[(1-bromo-2-methylindolizin-3-yl)carbonyl]-2,4-dioxo-1,4-dihydroquinazolin-3(2H)-yl}acetate [described in Step 3.2.] (1 g, 1.82 mmol) in 20 mL of DMF placed in a microwave reactor under nitrogen. The reactor is sealed and the solution is heated for 30 min at 80° C. in a microwave. The reaction m... The solvent is CN(C)C=O (DMF). Yield: 0.1%. Yields the product C(C)(C)(C)OC(CN1C(NC2=CC(=CC=C2C1=O)C(=O)C1=C(C(=C2C=CC=CN12)C1=CC=C(C(=O)OCC2=CC=CC=C2)C=C1)C)=O)=O (benzyl 4-(3-{[3-(2-tert-butoxy-2-oxoethyl)-2,4-dioxo-1,2,3,4-tetrahydroquinazolin-7-yl]carbonyl}-2-methylindolizin-1-yl)benzoate). Reactants: OS(=O)(=O)[O-].[K+] (KHSO4), C(C1=CC=CC=C1)OC(=O)C1=CC=C(C=C1)B(O)O ({4-[(Benzyloxy)carbonyl]phenyl}boronic acid), molar solution, P(=O)([O-])([O-])[O-].[K+].[K+].[K+] (potassium phosphate), BrC=1C(=C(N2C=CC=CC12)C(=O)C1=CC=C2C(N(C(NC2=C1)=O)CC(=O)OC(C)(C)C)=O)C (tert-butyl {7-[(1-bromo-2-methylindolizin-3-yl)carbonyl]-2,4-dioxo-1,4-dihydroquinazolin-3(2H)-yl}acetate). Reaction conditions: temperature 80 celsius.